Dataset: the Open Reaction Database (ORD), a public repository of structured organic reaction records. Task: describe an organic reaction: reactants, conditions, products, and yield As a reaction SMILES: [C:1]([OH:12])(=[O:11])[CH2:2][C:3]#[C:4][CH2:5][CH2:6][CH2:7][CH2:8][CH2:9][CH3:10]>CO.B#[Ni]>[C:1]([OH:12])(=[O:11])[CH2:2][CH:3]=[CH:4][CH2:5][CH2:6][CH2:7][CH2:8][CH2:9][CH3:10]. Solvent: CO (methanol). Reagents/catalysts: B#[Ni] (nickel boride). Procedure details: To 4.5 g (27 mmol) of 3-decynoic acid from Example 30 dissolved in methanol in a Paar bottle is added 2 mg of nickel boride as catalyst. The bottle is flushed with hydrogen, sealed and pressurized with H2 at 2 pounds per square inch. The hydrogenation is allowed to proceed at room temperature for 2 hours. The methanol is stripped in vacuo and the residue is partitioned between ethyl acetate and in HCl. The ethyl acetate layer is separated, dried, (Na2SO4) and is stripped to afford an almost quan... Yields the product C(CC=CCCCCCC)(=O)O (3-decenoic acid). Conditions: time 2 hour. Reactants: C(CC#CCCCCCC)(=O)O (3-decynoic acid). Reactants: ClC1=CC(=NC2=CC=C(C=C12)C)N1CCS(C2=C(C1)C=CC=C2)(=O)=O (4-(4-chloro-6-methylquinolin-2-yl)-2,3,4,5-tetrahydro-1,4-benzothiazepine 1,1-dioxide), NCC1(CCCCC1)N(CC1=CC=CC=C1)CC1=CC=CC=C1 (1-(aminomethyl)-N,N-dibenzylcyclohexanamine). The product is NC1(CCCCC1)CNC1=CC(=NC2=CC=C(C=C12)C)N1CCS(C2=C(C1)C=CC=C2)(=O)=O (N-[(1-Amino cyclohexyl)methyl]-2-(1,1-dioxido-2,3-dihydro-1,4-benzothiazepin-4(5H)-yl)-6-methylquinolin-4-amine). Reaction SMILES: Cl[C:2]1[C:11]2[C:6](=[CH:7][CH:8]=[C:9]([CH3:12])[CH:10]=2)[N:5]=[C:4]([N:13]2[CH2:19][C:18]3[CH:20]=[CH:21][CH:22]=[CH:23][C:17]=3[S:16](=[O:25])(=[O:24])[CH2:15][CH2:14]2)[CH:3]=1.[NH2:26][CH2:27][C:28]1([N:34](CC2C=CC=CC=2)CC2C=CC=CC=2)[CH2:33][CH2:32][CH2:31][CH2:30][CH2:29]1>>[NH2:34][C:28]1([CH2:27][NH:26][C:2]2[C:11]3[C:6](=[CH:7][CH:8]=[C:9]([CH3:12])[CH:10]=3)[N:5]=[C:4]([N:13]3[CH2:19][C:18]4[CH:20]=[CH:21][CH:22]=[CH:23][C:17]=4[S:16](=[O:25])(=[O:24])[CH2:15][CH2:14]3)[CH:3]=2)[CH2:33][CH2:32][CH2:31][CH2:30][CH2:29]1. Reported procedure: The title compound was prepared in analogy to Example 2-1 in Scheme 4 by using 4-(4-chloro-6-methylquinolin-2-yl)-2,3,4,5-tetrahydro-1,4-benzothiazepine 1,1-dioxide (prepared in analogy to the one in Example 2-1) and 1-(aminomethyl)-N,N-dibenzylcyclohexanamine. MS obsd. (ESI+) [(M+H)+] 465, 1H NMR (400 MHz, CDCl3) δ ppm 8.02-7.99 (dd, J=1.2 Hz, 8.0 Hz, 1 H), 7.65-7.63 (d, J=7.6 Hz, 1 H), 7.48-7.46 (m, 2 H), 7.34-7.25 (m, 3 H), 5.86 (s, 1 H), 5.64 (s, 1 H), 5.10 (s, 2 H), 4.56 (s, 2 H), 3.55 (s, ... The product is N#CC1(CCC2OCCO2)CCc2ccccc21. Starting materials: BrCCC1OCCO1, C1CCOC1, C[Si](C)(C)[N-][Si](C)(C)C, N#CC1CCc2ccccc21, [Li+]. As a reaction SMILES: [Br:1][CH2:2][CH2:3][CH:4]1[O:5][CH2:6][CH2:7][O:8]1.[CH2:30]1[O:31][CH2:32][CH2:33][CH2:34]1.[CH3:21][Si:22]([N-:23][Si:24]([CH3:25])([CH3:26])[CH3:27])([CH3:28])[CH3:29].[CH:9]1([C:18]#[N:19])[CH2:10][CH2:11][c:12]2[cH:13][cH:14][cH:15][cH:16][c:17]21.[Li+:20]>>[CH2:2]([CH2:3][CH:4]1[O:5][CH2:6][CH2:7][O:8]1)[C:9]1([C:18]#[N:19])[CH2:10][CH2:11][c:12]2[cH:13][cH:14][cH:15][cH:16][c:17]21. The reactants are ClC=1N=C2N(C(C1)=O)CC[C@H](N2)C(F)(F)F ((8S)-2-chloro-8-trifluoromethyl-6,7,8,9-tetrahydropyrimido[1,2-a]pyrimidin-4-one), C([O-])([O-])=O.[Cs+].[Cs+] (cesium carbonate), Br.BrCC(=O)C=1C=NC=CC1C (2-bromo-1-(4-methylpyrid-3-yl)ethanone hydrobromide). The solvent is C(C)#N (acetonitrile). Reaction conditions: time 15 minute. The product is ClC=1N=C2N(C(C1)=O)CC[C@H](N2CC(=O)C=2C=NC=CC2C)C(F)(F)F ((8S)-2-chloro-9-[2-(4-methylpyrid-3-yl)-2-oxoethyl]-8-trifluoromethyl-6,7,8,9-tetrahydropyrimido[1,2-a]pyrimidin-4-one). The yield is 91.9%. Reaction SMILES: [Cl:1][C:2]1[N:3]=[C:4]2[NH:12][C@H:11]([C:13]([F:16])([F:15])[F:14])[CH2:10][CH2:9][N:5]2[C:6](=[O:8])[CH:7]=1.C(=O)([O-])[O-].[Cs+].[Cs+].Br.Br[CH2:25][C:26]([C:28]1[CH:29]=[N:30][CH:31]=[CH:32][C:33]=1[CH3:34])=[O:27]>C(#N)C>[Cl:1][C:2]1[N:3]=[C:4]2[N:12]([CH2:25][C:26]([C:28]3[CH:29]=[N:30][CH:31]=[CH:32][C:33]=3[CH3:34])=[O:27])[C@H:11]([C:13]([F:14])([F:15])[F:16])[CH2:10][CH2:9][N:5]2[C:6](=[O:8])[CH:7]=1 |f:1.2.3,4.5|. Reported procedure: A suspension of 100 mg (0.394 mmol) of (8S)-2-chloro-8-trifluoromethyl-6,7,8,9-tetrahydropyrimido[1,2-a]pyrimidin-4-one and 385.42 mg (1.18 mmol) of cesium carbonate in 10 mL of acetonitrile is stirred for 15 minutes at room temperature. 139.57 mg (0.473 mmol) of 2-bromo-1-(4-methylpyrid-3-yl)ethanone hydrobromide are then added. After stirring overnight at room temperature, the reaction mixture is evaporated and the residue is taken up in water and extracted with ethyl acetate. The organic phas... The product is Cn1cc(C(N)=O)c(Nc2ccc(C#C[Si](C)(C)C)cc2F)cc1=O. Reactants: C1CCOC1, [Cu]I, Cn1cc(C(N)=O)c(Nc2ccc(I)cc2F)cc1=O, CN(C)C=O, C#C[Si](C)(C)C. As a reaction SMILES: [CH2:27]1[O:28][CH2:29][CH2:30][CH2:31]1.[Cu:37][I:38].[F:1][c:2]1[c:3]([NH:4][c:5]2[c:6]([C:13](=[O:14])[NH2:15])[cH:7][n:8]([CH3:12])[c:9](=[O:11])[cH:10]2)[cH:16][cH:17][c:18]([I:20])[cH:19]1.[O:32]=[CH:33][N:34]([CH3:35])[CH3:36].[Si:21]([CH3:22])([CH3:23])([CH3:24])[C:25]#[CH:26]>>[F:1][c:2]1[c:3]([NH:4][c:5]2[c:6]([C:13](=[O:14])[NH2:15])[cH:7][n:8]([CH3:12])[c:9](=[O:11])[cH:10]2)[cH:16][cH:17][c:18]([C:26]#[C:25][Si:21]([CH3:22])([CH3:23])[CH3:24])[cH:19]1. Starting materials: COC(CN1C(C=CC2=NC(=C(C=C12)F)C)=O)OC (1-(2,2-dimethoxyethyl)-7-fluoro-6-methyl-1,5-naphthyridin-2(1H)-one). Run in C(C)C(=O)C (methyl ethyl ketone), Cl (hydrochloric acid). Reaction conditions: temperature 74 celsius, time 50 minute. Product: FC1=C(N=C2C=CC(N(C2=C1)CC=O)=O)C ((7-fluoro-6-methyl-2-oxo-1,5-naphthyridin-1(2H)-yl)acetaldehyde). Yield: 91.1%. As a reaction SMILES: C[O:2][CH:3](OC)[CH2:4][N:5]1[C:14]2[C:9](=[N:10][C:11]([CH3:16])=[C:12]([F:15])[CH:13]=2)[CH:8]=[CH:7][C:6]1=[O:17]>C(C(C)=O)C.Cl>[F:15][C:12]1[CH:13]=[C:14]2[C:9]([CH:8]=[CH:7][C:6](=[O:17])[N:5]2[CH2:4][CH:3]=[O:2])=[N:10][C:11]=1[CH3:16]. Reported procedure: To a solution of 0.69 g of 1-(2,2-dimethoxyethyl)-7-fluoro-6-methyl-1,5-naphthyridin-2(1H)-one in 6 mL of methyl ethyl ketone, 0.35 mL of concentrated hydrochloric acid was added, and the temperature was increased to 74° C., and the mixture was stirred for 2 hours 50 minutes. The reaction mixture was cooled to room temperature, and the solvent was distilled off under reduced pressure. To the resultant residue, ethyl acetate and a saturated aqueous sodium hydrogen carbonate solution were added, t...